This data is from the Open Reaction Database (ORD), a public repository of structured organic reaction records. The task is: describe an organic reaction: reactants, conditions, products, and yield The reactants are C1(=CC=CC=C1)C(N1C(C(C2=CC=CC=C12)(C1=C(C=CC2=NON=C21)O)O)=O)C2=CC=CC=C2 (1-(diphenylmethyl)-3-hydroxy-3-(5-hydroxy-2,1,3-benzoxadiazol-4-yl)-1,3-dihydro-2H-indol-2-one), FC(C(=O)O)(F)F (trifluoroacetic acid). Run in C(C)[SiH](CC)CC (triethylsilane). Conditions: time 16 hour. Yields the product C1(=CC=CC=C1)C(N1C(C(C2=CC=CC=C12)C1=C(C=CC2=NON=C21)O)=O)C2=CC=CC=C2 (1-(diphenylmethyl)-3-(5-hydroxy-2,1,3-benzoxadiazol-4-yl)-1,3-dihydro-2H-indol-2-one). Yield: 52.0%. As a reaction SMILES: [C:1]1([CH:7]([C:29]2[CH:34]=[CH:33][CH:32]=[CH:31][CH:30]=2)[N:8]2[C:16]3[C:11](=[CH:12][CH:13]=[CH:14][CH:15]=3)[C:10](O)([C:17]3[C:25]4[C:21](=[N:22][O:23][N:24]=4)[CH:20]=[CH:19][C:18]=3[OH:26])[C:9]2=[O:28])[CH:6]=[CH:5][CH:4]=[CH:3][CH:2]=1.FC(F)(F)C(O)=O>C([SiH](CC)CC)C>[C:1]1([CH:7]([C:29]2[CH:34]=[CH:33][CH:32]=[CH:31][CH:30]=2)[N:8]2[C:16]3[C:11](=[CH:12][CH:13]=[CH:14][CH:15]=3)[CH:10]([C:17]3[C:25]4[C:21](=[N:22][O:23][N:24]=4)[CH:20]=[CH:19][C:18]=3[OH:26])[C:9]2=[O:28])[CH:2]=[CH:3][CH:4]=[CH:5][CH:6]=1. Reported procedure: A mixture of 1-(diphenylmethyl)-3-hydroxy-3-(5-hydroxy-2,1,3-benzoxadiazol-4-yl)-1,3-dihydro-2H-indol-2-one (21.8 g, 48.5 mmol), triethylsilane (50 mL) and trifluoroacetic acid (100.mL) was stirred at ambient temperature for 16 h, then heated to 45° C. for 1.5 h. The mixture was allowed to cool to ambient temperature and concentrated in vacuo. The residue was triturated with diethyl ether to afford 1-(diphenylmethyl)-3-(5-hydroxy-2,1,3-benzoxadiazol-4-yl)-1,3-dihydro-2H-indol-2-one (10.94 g, 52%... Reactants: O=C1C(n2cc(-c3ncc(Br)cn3)nn2)CCc2c(F)cccc2N1CC(F)(F)F, O=C([O-])[O-], C1COCCO1, CCOC(C)=O, [Cs+], [Cs+], O=C(C=Cc1ccccc1)C=Cc1ccccc1, O=C(C=Cc1ccccc1)C=Cc1ccccc1, O=C(C=Cc1ccccc1)C=Cc1ccccc1, O, [Pd], [Pd], OB(O)c1ccncc1. Product: O=C1C(n2cc(-c3ncc(-c4ccncc4)cn3)nn2)CCc2c(F)cccc2N1CC(F)(F)F. RXN SMILES: [Br:1][c:2]1[cH:3][n:4][c:5](-[c:8]2[n:9][n:10][n:11]([CH:13]3[C:14](=[O:30])[N:15]([CH2:25][C:26]([F:27])([F:28])[F:29])[c:16]4[c:17]([c:20]([F:24])[cH:21][cH:22][cH:23]4)[CH2:18][CH2:19]3)[cH:12]2)[n:6][cH:7]1.[C:40](=[O:41])([O-:42])[O-:43].[CH2:109]1[O:110][CH2:111][CH2:112][O:113][CH2:114]1.[CH3:47][CH2:48][O:49][C:50]([CH3:51])=[O:52].[Cs+:44].[Cs+:45].[O:55]=[C:56]([CH:57]=[CH:58][c:59]1[cH:60][cH:61][cH:62][cH:63][cH:64]1)[CH:65]=[CH:66][c:67]1[cH:68][cH:69][cH:70][cH:71][cH:72]1.[O:73]=[C:74]([CH:75]=[CH:76][c:77]1[cH:78][cH:79][cH:80][cH:81][cH:82]1)[CH:83]=[CH:84][c:85]1[cH:86][cH:87][cH:88][cH:89][cH:90]1.[O:91]=[C:92]([CH:93]=[CH:94][c:95]1[cH:96][cH:97][cH:98][cH:99][cH:100]1)[CH:101]=[CH:102][c:103]1[cH:104][cH:105][cH:106][cH:107][cH:108]1.[OH2:46].[Pd:53].[Pd:54].[n:31]1[cH:32][cH:33][c:34]([B:37]([OH:38])[OH:39])[cH:35][cH:36]1>>[c:2]1(-[c:34]2[cH:33][cH:32][n:31][cH:36][cH:35]2)[cH:3][n:4][c:5](-[c:8]2[n:9][n:10][n:11]([CH:13]3[C:14](=[O:30])[N:15]([CH2:25][C:26]([F:27])([F:28])[F:29])[c:16]4[c:17]([c:20]([F:24])[cH:21][cH:22][cH:23]4)[CH2:18][CH2:19]3)[cH:12]2)[n:6][cH:7]1. Reactants: COC1=CC=C(CN(C2=NC=CC=C2)CCN(CCCN)C)C=C1 (N-[2-[N-(4-methoxybenzyl)-N-(2-pyridyl)amino]ethyl]-N-methyl-1,3-propanediamine), C(#N)NC(OC1=CC=CC=C1)=NCCCOC1=CC(=CC=C1)CN1CCCCC1 (N-cyano-O-phenyl-N'-[3-[3-(piperidinomethyl)phenoxy]propyl]isourea). Product: C(#N)NC(=NCCCOC1=CC(=CC=C1)CN1CCCCC1)NCCCN(C)CCN(C1=NC=CC=C1)CC1=CC=C(C=C1)OC (N-cyano-N'-[3-[N-[2-[N-(4-methoxybenzyl)-N-(2-pyridyl)amino]ethyl]-N-methylamino]propyl]-N"-[3-[3-(piperidinomethyl)phenoxy]propyl]guanidine). RXN SMILES: [CH3:1][O:2][C:3]1[CH:24]=[CH:23][C:6]([CH2:7][N:8]([CH2:15][CH2:16][N:17]([CH3:22])[CH2:18][CH2:19][CH2:20][NH2:21])[C:9]2[CH:14]=[CH:13][CH:12]=[CH:11][N:10]=2)=[CH:5][CH:4]=1.[C:25]([NH:27][C:28](=[N:36][CH2:37][CH2:38][CH2:39][O:40][C:41]1[CH:46]=[CH:45][CH:44]=[C:43]([CH2:47][N:48]2[CH2:53][CH2:52][CH2:51][CH2:50][CH2:49]2)[CH:42]=1)OC1C=CC=CC=1)#[N:26]>>[C:25]([NH:27][C:28]([NH:21][CH2:20][CH2:19][CH2:18][N:17]([CH2:16][CH2:15][N:8]([CH2:7][C:6]1[CH:23]=[CH:24][C:3]([O:2][CH3:1])=[CH:4][CH:5]=1)[C:9]1[CH:14]=[CH:13][CH:12]=[CH:11][N:10]=1)[CH3:22])=[N:36][CH2:37][CH2:38][CH2:39][O:40][C:41]1[CH:46]=[CH:45][CH:44]=[C:43]([CH2:47][N:48]2[CH2:49][CH2:50][CH2:51][CH2:52][CH2:53]2)[CH:42]=1)#[N:26]. Reported procedure: Preparation is effected analogously to Example 1, using 0.52 g (1.6 mmol) of N-[2-[N-(4-methoxybenzyl)-N-(2-pyridyl)amino]ethyl]-N-methyl-1,3-propanediamine and the equimolar amount of N-cyano-O-phenyl-N'-[3-[3-(piperidinomethyl)phenoxy]propyl]isourea as starting materials. Working up by chromatography analogously to Example 1 yields the purified title compound in the form of a viscous oil which crystallises from absolute ether at -20° C.; MS (+FAB method): m/z (rel. int. [%])=627 ([M+H]+, 6), 2... Yields the product Clc1cccnc1-n1ccc(Br)n1. The reactants are Brc1cc[nH]n1, O=C([O-])[O-], Clc1cccnc1Cl, [Cs+], [Cs+], CN(C)C=O, O. Reaction SMILES: [Br:1][c:2]1[n:3][nH:4][cH:5][cH:6]1.[C:15](=[O:16])([O-:17])[O-:18].[Cl:7][c:8]1[n:9][cH:10][cH:11][cH:12][c:13]1[Cl:14].[Cs+:19].[Cs+:20].[O:22]=[CH:23][N:24]([CH3:25])[CH3:26].[OH2:21]>>[Br:1][c:2]1[n:3][n:4](-[c:8]2[n:9][cH:10][cH:11][cH:12][c:13]2[Cl:14])[cH:5][cH:6]1. As a reaction SMILES: [OH:1]O.[Cl:3][C:4]1[CH:5]=[C:6]([C:11](=[O:17])[CH:12]=[CH:13][C:14]([NH2:16])=[O:15])[CH:7]=[CH:8][C:9]=1[Cl:10]>>[Cl:3][C:4]1[CH:5]=[C:6]([CH:7]=[CH:8][C:9]=1[Cl:10])[C:11]([CH:12]1[O:1][CH:13]1[C:14]([NH2:16])=[O:15])=[O:17]. Yields the product ClC=1C=C(C(=O)C2C(O2)C(=O)N)C=CC1Cl (3-(3,4-dichlorobenzoyl)oxiranecarboxamide). Starting materials: OO (hydrogen peroxide), ClC=1C=C(C=CC1Cl)C(C=CC(=O)N)=O (4-(3,4-dichlorophenyl)-4-oxo-2-butenamide). Reported procedure: 4 was prepared, as a white solid, m.p.: 165°-167° C, by hydrogen peroxide oxidation of 4A by the procedure described in Example 1. Reactants: O=C(CBr)CN1C(=O)c2ccccc2C1=O, [K+], [K+], CC(C)C(N)c1nc2cc(Cl)ccc2c(=O)n1Cc1ccccc1, O=C([O-])[O-], CN(C)C=O. Product: CC(C)C(NCC(=O)CN1C(=O)c2ccccc2C1=O)c1nc2cc(Cl)ccc2c(=O)n1Cc1ccccc1. Reaction SMILES: [Br:31][CH2:32][C:33]([CH2:34][N:35]1[C:36](=[O:45])[c:37]2[c:38]([cH:41][cH:42][cH:43][cH:44]2)[C:39]1=[O:40])=[O:46].[K+:25].[K+:26].[NH2:1][CH:2]([CH:3]([CH3:4])[CH3:5])[c:6]1[n:7][c:8]2[cH:9][c:10]([Cl:24])[cH:11][cH:12][c:13]2[c:14](=[O:23])[n:15]1[CH2:16][c:17]1[cH:18][cH:19][cH:20][cH:21][cH:22]1.[O-:27][C:28]([O-:29])=[O:30].[O:47]=[CH:48][N:49]([CH3:50])[CH3:51]>>[NH:1]([CH:2]([CH:3]([CH3:4])[CH3:5])[c:6]1[n:7][c:8]2[cH:9][c:10]([Cl:24])[cH:11][cH:12][c:13]2[c:14](=[O:23])[n:15]1[CH2:16][c:17]1[cH:18][cH:19][cH:20][cH:21][cH:22]1)[CH2:32][C:33]([CH2:34][N:35]1[C:36](=[O:45])[c:37]2[c:38]([cH:41][cH:42][cH:43][cH:44]2)[C:39]1=[O:40])=[O:46]. The reactants are O=C(NCCCP(O)O)OCc1ccccc1, C=CCCCCCCCCCC, Cc1ccccc1. Product: CCCCCCCCCCCCP(=O)(O)CCCNC(=O)OCc1ccccc1. As a reaction SMILES: [CH2:13]([c:14]1[cH:15][cH:16][cH:17][cH:18][cH:19]1)[O:20][C:21](=[O:22])[NH:23][CH2:24][CH2:25][CH2:26][P:27]([OH:28])[OH:29].[CH2:1]=[CH:2][CH2:3][CH2:4][CH2:5][CH2:6][CH2:7][CH2:8][CH2:9][CH2:10][CH2:11][CH3:12].[CH3:30][c:31]1[cH:32][cH:33][cH:34][cH:35][cH:36]1>>[CH2:1]([CH2:2][CH2:3][CH2:4][CH2:5][CH2:6][CH2:7][CH2:8][CH2:9][CH2:10][CH2:11][CH3:12])[P:27]([CH2:26][CH2:25][CH2:24][NH:23][C:21]([O:20][CH2:13][c:14]1[cH:15][cH:16][cH:17][cH:18][cH:19]1)=[O:22])(=[O:28])[OH:29]. Reactants: [N+](=O)([O-])C=1C=C(C(O)=CC1)O (4-nitrocatechol), C(CCCCCCCCCCCCC)(=O)Cl (tetradecanoyl chloride). The product is O=C(CCCCCCCCCCCCC)OC=1C=C(C=CC1OC(CCCCCCCCCCCCC)=O)[N+](=O)[O-] (3,4-bis [(1-oxotetradecyl)oxy]nitrobenzene). RXN SMILES: [N+:1]([C:4]1[CH:5]=[C:6]([OH:11])[C:7](=[CH:9][CH:10]=1)[OH:8])([O-:3])=[O:2].[C:12](Cl)(=[O:26])[CH2:13][CH2:14][CH2:15][CH2:16][CH2:17][CH2:18][CH2:19][CH2:20][CH2:21][CH2:22][CH2:23][CH2:24][CH3:25]>>[O:26]=[C:12]([O:11][C:6]1[CH:5]=[C:4]([N+:1]([O-:3])=[O:2])[CH:10]=[CH:9][C:7]=1[O:8][C:12](=[O:26])[CH2:13][CH2:14][CH2:15][CH2:16][CH2:17][CH2:18][CH2:19][CH2:20][CH2:21][CH2:22][CH2:23][CH2:24][CH3:25])[CH2:13][CH2:14][CH2:15][CH2:16][CH2:17][CH2:18][CH2:19][CH2:20][CH2:21][CH2:22][CH2:23][CH2:24][CH3:25]. Procedure: Using this procedure, the reaction of 4-nitrocatechol with tetradecanoyl chloride gave 3,4-bis [(1-oxotetradecyl)oxy]nitrobenzene (mp 58°-60°, Anal. Calcd for C34H57NO6 : C, 70.72; H, 9.98; N, 2.43. Found: C, 70.91; H, 9.61; N, 2.41.